From a dataset of the Open Reaction Database (ORD), a public repository of structured organic reaction records. describe an organic reaction: reactants, conditions, products, and yield Reactants: O=Cc1cc(Br)c2c(c1)OCO2, CC(C)[Mg+], [Cl-], [Cl-], [NH4+]. The product is CC(C)C(O)c1cc(Br)c2c(c1)OCO2. Reaction SMILES: [Br:1][c:2]1[cH:3][c:4]([CH:11]=[O:12])[cH:5][c:6]2[c:7]1[O:8][CH2:9][O:10]2.[CH:14]([CH3:15])([CH3:16])[Mg+:17].[Cl-:13].[Cl-:18].[NH4+:19]>>[Br:1][c:2]1[cH:3][c:4]([CH:11]([OH:12])[CH:14]([CH3:15])[CH3:16])[cH:5][c:6]2[c:7]1[O:8][CH2:9][O:10]2. The reactants are NC=1C=CC(=NC1)OC (5-amino-2-methoxypyridine), [N-](C#N)C#N.[Na+] (sodium dicyanamide). Product: COC1=CC=C(C=N1)NC(=NC#N)N (N-(6-methoxy-3-pyridinyl)-N″-cyanoguanidine). As a reaction SMILES: [NH2:1][C:2]1[CH:3]=[CH:4][C:5]([O:8][CH3:9])=[N:6][CH:7]=1.[N-:10]([C:13]#[N:14])[C:11]#[N:12].[Na+]>>[CH3:9][O:8][C:5]1[N:6]=[CH:7][C:2]([NH:1][C:13]([NH2:14])=[N:10][C:11]#[N:12])=[CH:3][CH:4]=1 |f:1.2|. Procedure: A solution of 5-amino-2-methoxypyridine and sodium dicyanamide was processed as described in Example 71A to provide the desired product. Starting materials: [Br-], CCc1nc2c(C)cc(C)nc2n1Cc1ccc2c(c1)CCc1ccccc1C2=CC#N, C1CCOC1, CS(=O)(=O)OS(C)(=O)=O, CCCCCC, CCOC(C)=O, [Li+], Cc1cccc(C)n1. Product: N#CC=C1c2ccccc2CCc2cc(CBr)ccc21. As a reaction SMILES: [Br-:42].[CH2:1]([c:2]1[n:3]([CH2:14][c:15]2[cH:16][c:17]3[c:18]([cH:31][cH:32]2)[C:19](=[CH:28][C:29]#[N:30])[c:20]2[c:21]([cH:24][cH:25][cH:26][cH:27]2)[CH2:22][CH2:23]3)[c:4]2[n:5][c:6]([CH3:7])[cH:8][c:9]([CH3:10])[c:11]2[n:12]1)[CH3:13].[CH2:52]1[O:53][CH2:54][CH2:55][CH2:56]1.[CH3:43][S:44]([O:45][S:46]([CH3:47])(=[O:48])=[O:49])(=[O:50])=[O:51].[CH3:57][CH2:58][CH2:59][CH2:60][CH2:61][CH3:62].[CH3:63][CH2:64][O:65][C:66](=[O:67])[CH3:68].[Li+:41].[n:33]1[c:34]([CH3:35])[cH:36][cH:37][cH:38][c:39]1[CH3:40]>>[CH2:14]([c:15]1[cH:16][c:17]2[c:18]([cH:31][cH:32]1)[C:19](=[CH:28][C:29]#[N:30])[c:20]1[c:21]([cH:24][cH:25][cH:26][cH:27]1)[CH2:22][CH2:23]2)[Br:42].